Dataset: the Open Reaction Database (ORD), a public repository of structured organic reaction records. Task: describe an organic reaction: reactants, conditions, products, and yield Starting materials: [N+](=O)(O)[O-] (HNO3), OS(=O)(=O)O (H2SO4), C(C)(=O)OC1=C(C(=O)OC)C=C(C(=C1)NC(C)=O)Cl (methyl 2-acetoxy-4-acetylamino-5-chlorobenzoate). Solvent: ice water. Reaction conditions: temperature -10 celsius, time 5 minute. Product: [N+](=O)([O-])C1=C(C(C(=O)OC)=CC(=C1NC(C)=O)Cl)O (methyl 3-nitro-4-acetylamino-5-chlorosalicylate). As a reaction SMILES: [N+:1]([O-:4])(O)=[O:2].OS(O)(=O)=O.C([O:13][C:14]1[CH:23]=[C:22]([NH:24][C:25](=[O:27])[CH3:26])[C:21]([Cl:28])=[CH:20][C:15]=1[C:16]([O:18][CH3:19])=[O:17])(=O)C>>[N+:1]([C:23]1[C:22]([NH:24][C:25](=[O:27])[CH3:26])=[C:21]([Cl:28])[CH:20]=[C:15]([C:16]([O:18][CH3:19])=[O:17])[C:14]=1[OH:13])([O-:4])=[O:2]. Procedure details: To a mixture of 90 ml concentrated HNO3 and 10 ml concentrated H2SO4 cooled to -10° C. is added portionwise over 5 minutes 10.9 g (38.2 mmol) methyl 2-acetoxy-4-acetylamino-5-chlorobenzoate. The mixture is stirred another 5 minutes and poured into ice water (400 ml). The ppt. which forms is filtered, washed (H2O) and dried to obtain methyl 3-nitro-4-acetylamino-5-chlorosalicylate; m.p. 166°-69° C. Reactants: C1OC(CCCN2C[C@H](N(CC2)C(C2=CC(=CC(=C2)C(F)(F)F)C(F)(F)F)=O)CC2=CNC3=CC=CC=C23)(C2=CC=C(C=C2)F)OC1 ((2R)-4-[4,4-ethylenedioxy-4-(4-fluorophenyl)butyl]-1-[3,5-bis(trifluoromethyl)benzoyl]-2-(1H-indol-3-ylmethyl)piperazine), Cl (hydrogen chloride). Solvent: C(C)(=O)OCC (ethyl acetate), C(C)(=O)OCC (ethyl acetate). Run at time 23 hour. Yields the product Cl.FC1=CC=C(C=C1)C(CCCN1C[C@H](N(CC1)C(C1=CC(=CC(=C1)C(F)(F)F)C(F)(F)F)=O)CC1=CNC2=CC=CC=C12)=O ((2R)-4-[4-(4-fluorophenyl)-4-oxobutyl]-1-[3,5-bis(trifluoromethyl)benzoyl]-2-(1H-indol-3-ylmethyl)piperazine hydrochloride). As a reaction SMILES: C1CO[C:3]([C:39]2[CH:44]=[CH:43][C:42]([F:45])=[CH:41][CH:40]=2)([CH2:4][CH2:5][CH2:6][N:7]2[CH2:12][CH2:11][N:10]([C:13](=[O:28])[C:14]3[CH:19]=[C:18]([C:20]([F:23])([F:22])[F:21])[CH:17]=[C:16]([C:24]([F:27])([F:26])[F:25])[CH:15]=3)[C@H:9]([CH2:29][C:30]3[C:38]4[C:33](=[CH:34][CH:35]=[CH:36][CH:37]=4)[NH:32][CH:31]=3)[CH2:8]2)[O:2]1.[ClH:48]>C(OCC)(=O)C>[ClH:48].[F:45][C:42]1[CH:43]=[CH:44][C:39]([C:3](=[O:2])[CH2:4][CH2:5][CH2:6][N:7]2[CH2:12][CH2:11][N:10]([C:13](=[O:28])[C:14]3[CH:19]=[C:18]([C:20]([F:21])([F:22])[F:23])[CH:17]=[C:16]([C:24]([F:26])([F:25])[F:27])[CH:15]=3)[C@H:9]([CH2:29][C:30]3[C:38]4[C:33](=[CH:34][CH:35]=[CH:36][CH:37]=4)[NH:32][CH:31]=3)[CH2:8]2)=[CH:40][CH:41]=1 |f:3.4|. Procedure: To a solution of (2R)-4-[4,4-ethylenedioxy-4-(4-fluorophenyl)butyl]-1-[3,5-bis(trifluoromethyl)benzoyl]-2-(1H-indol-3-ylmethyl)piperazine (210 mg) in ethyl acetate was added 4N hydrogen chloride in ethyl acetate solution (0.5 ml) and the whole was stirred at room temperature for 23 hours. The solution was evaporated in vacuo. The residue was triturated with a mixture of ethyl acetate and diisopropyl ether to give (2R)-4-[4-(4-fluorophenyl)-4-oxobutyl]-1-[3,5-bis(trifluoromethyl)benzoyl]-2-(1H-in... Reactants: CN1CCNCC1, CCO, CS(=O)(=O)Nc1cc(F)ccc1[N+](=O)[O-], CN(C)C=O. Yields the product CN1CCN(c2ccc([N+](=O)[O-])c(NS(C)(=O)=O)c2)CC1. Reaction SMILES: [CH3:16][N:17]1[CH2:18][CH2:19][NH:20][CH2:21][CH2:22]1.[CH3:23][CH2:24][OH:25].[F:1][c:2]1[cH:3][cH:4][c:5]([N+:13](=[O:14])[O-:15])[c:6]([NH:8][S:9](=[O:10])(=[O:11])[CH3:12])[cH:7]1.[O:26]=[CH:27][N:28]([CH3:29])[CH3:30]>>[c:2]1([N:20]2[CH2:19][CH2:18][N:17]([CH3:16])[CH2:22][CH2:21]2)[cH:3][cH:4][c:5]([N+:13](=[O:14])[O-:15])[c:6]([NH:8][S:9](=[O:10])(=[O:11])[CH3:12])[cH:7]1. The reactants are C(C)(C)(C)OC(=O)N1[C@@H]([C@H]2C[C@H]2C1)CN ((1S,2S,5R)-2-Aminomethyl-3-aza-bicyclo[3.1.0]hexane-3-carboxylic acid tert-butyl ester), O1C=2C(OCC1)=C(SC2)C(=O)O (2,3-Dihydro-thieno[3,4-b][1,4]dioxine-5-carboxylic acid). The product is C(C)(C)(C)OC(=O)N1[C@@H]([C@H]2C[C@H]2C1)CNC(=O)C=1SC=C2OCCOC21 ((1S,2S,5R)-2-{[(2,3-Dihydro-thieno[3,4-b][1,4]dioxine-5-carbonyl)-amino]-methyl}-3-aza-bicyclo[3.1.0]hexane-3-carboxylic Acid Tert-butyl Ester). As a reaction SMILES: [C:1]([O:5][C:6]([N:8]1[CH2:13][C@H:12]2[C@H:10]([CH2:11]2)[C@H:9]1[CH2:14][NH2:15])=[O:7])([CH3:4])([CH3:3])[CH3:2].[O:16]1[CH2:21][CH2:20][O:19][C:18]2=[C:22]([C:25](O)=[O:26])[S:23][CH:24]=[C:17]12>>[C:1]([O:5][C:6]([N:8]1[CH2:13][C@H:12]2[C@H:10]([CH2:11]2)[C@H:9]1[CH2:14][NH:15][C:25]([C:22]1[S:23][CH:24]=[C:17]2[C:18]=1[O:19][CH2:20][CH2:21][O:16]2)=[O:26])=[O:7])([CH3:4])([CH3:3])[CH3:2]. Procedure details: prepared by reaction of (1S,2S,5R)-2-Aminomethyl-3-aza-bicyclo[3.1.0]hexane-3-carboxylic acid tert-butyl ester with 2,3-Dihydro-thieno[3,4-b][1,4]dioxine-5-carboxylic acid. LC-MS: tR=0.96 min; [M+H]+=381.1. Reactants: CC(CCO)CCCC(CCCC(CCCC(C)C)C)C (3,7,11,15-tetramethylhexadecanol), C(Cl)C1CO1 (epichlorohydrin), C(COCCO)O (diethylene glycol). Product: OCCOCCOCC(O)COCCC(CCCC(CCCC(CCCC(C)C)C)C)C (1-O-[2-(2-Hydroxyethoxy)ethyl]-3-O-(3,7,11,15-tetramethylhexadecyl)glycerol). Isolated yield 65.1%. As a reaction SMILES: [CH3:1][CH:2]([CH2:6][CH2:7][CH2:8][CH:9]([CH3:21])[CH2:10][CH2:11][CH2:12][CH:13]([CH3:20])[CH2:14][CH2:15][CH2:16][CH:17]([CH3:19])[CH3:18])[CH2:3][CH2:4][OH:5].[CH2:22]([CH:24]1[O:26][CH2:25]1)Cl.[CH2:27]([OH:33])[CH2:28][O:29][CH2:30][CH2:31][OH:32]>>[OH:33][CH2:27][CH2:28][O:29][CH2:30][CH2:31][O:32][CH2:25][CH:24]([CH2:22][O:5][CH2:4][CH2:3][CH:2]([CH3:1])[CH2:6][CH2:7][CH2:8][CH:9]([CH3:21])[CH2:10][CH2:11][CH2:12][CH:13]([CH3:20])[CH2:14][CH2:15][CH2:16][CH:17]([CH3:19])[CH3:18])[OH:26]. Reported procedure: 14.9 g (50 millimole) of 3,7,11,15-tetramethylhexadecanol, 18.5 g (200 millimole) of epichlorohydrin and 106 g (1 mole) of diethylene glycol were treated by following a procedure similar to that of Working Example 4, and purification by silica gel column chromatography (Merck Co., Art. 7734, 400 g, Eluant: hexane-ethyl acetate-acetone=3:1:1-2:1:1) was carried out, to give 15 g (65%) of the above-captioned compound. The reactants are [Cl-].C(C)[Al+]CC (diethylaluminium chloride), BrC1=CC(=C(N1C(C)C)C(C1=NC=C(C=C1)Cl)NC1=C(C(=CC=C1)Cl)F)C(=O)OC (methyl 5-bromo-2-(((3-chloro-2-fluorophenyl)amino)(5-chloropyridin-2-yl)methyl)-1-isopropyl-1H-pyrrole-3-carboxylate). The product is BrC1=CC2=C(N1C(C)C)C(N(C2=O)C2=C(C(=CC=C2)Cl)F)C2=NC=C(C=C2)Cl (2-Bromo-5-(3-chloro-2-fluorophenyl)-6-(5-chloropyridin-2-yl)-1-isopropyl-5,6-dihydropyrrolo[3,4-b]pyrrol-4(1H)-one). Reaction SMILES: [Cl-].C([Al+]CC)C.[Br:7][C:8]1[N:12]([CH:13]([CH3:15])[CH3:14])[C:11]([CH:16]([NH:24][C:25]2[CH:30]=[CH:29][CH:28]=[C:27]([Cl:31])[C:26]=2[F:32])[C:17]2[CH:22]=[CH:21][C:20]([Cl:23])=[CH:19][N:18]=2)=[C:10]([C:33]([O:35]C)=O)[CH:9]=1>>[Br:7][C:8]1[N:12]([CH:13]([CH3:14])[CH3:15])[C:11]2[CH:16]([C:17]3[CH:22]=[CH:21][C:20]([Cl:23])=[CH:19][N:18]=3)[N:24]([C:25]3[CH:30]=[CH:29][CH:28]=[C:27]([Cl:31])[C:26]=3[F:32])[C:33](=[O:35])[C:10]=2[CH:9]=1 |f:0.1|. Procedure details: The title compound was prepared in analogy to the procedure described for Step H1, but diethylaluminium chloride (1.8M in toluene) was used instead of trimethylaluminium chloride, and methyl 5-bromo-2-(((3-chloro-2-fluorophenyl)amino)(5-chloropyridin-2-yl)methyl)-1-isopropyl-1H-pyrrole-3-carboxylate (Step BT1) was used instead of 2-[(3-chloro-4-fluoro-phenylamino)-(4-cyano-phenyl)-methyl]-1-isopropyl-1H-pyrrole-3-carboxylic acid ethyl ester to afford the title compound as a green solid. ESI-MS: ... Reactants: C(C)O[C@@H](C(=O)O)C1=C(C=C(C=C1)OC)F ((R)-ethoxy-(2-fluoro-4-methoxy-phenyl)-acetic acid), Cl.C(C1=CC=CC=C1)OC(N=C(C1=CC=C(C=C1)CN)N)=O ([amino-(4-aminomethyl-phenyl)-methylene]-carbamic acid benzyl ester hydrochloride). Yields the product C(C1=CC=CC=C1)OC(/N=C(\C1=CC=C(C=C1)CNC([C@@H](C1=C(C=C(C=C1)OC)F)OCC)=O)/N)=O ([1-amino-1-(4-{[(R)-2-ethoxy-2-(2-fluoro-4-methoxy-phenyl)-acetylamino]-methyl}-phenyl)-meth-(E)-ylidene]-carbamic acid benzyl ester). RXN SMILES: [CH2:1]([O:3][C@H:4]([C:8]1[CH:13]=[CH:12][C:11]([O:14][CH3:15])=[CH:10][C:9]=1[F:16])[C:5]([OH:7])=O)[CH3:2].Cl.[CH2:18]([O:25][C:26](=[O:38])[N:27]=[C:28]([NH2:37])[C:29]1[CH:34]=[CH:33][C:32]([CH2:35][NH2:36])=[CH:31][CH:30]=1)[C:19]1[CH:24]=[CH:23][CH:22]=[CH:21][CH:20]=1>>[CH2:18]([O:25][C:26](=[O:38])/[N:27]=[C:28](/[NH2:37])\[C:29]1[CH:30]=[CH:31][C:32]([CH2:35][NH:36][C:5](=[O:7])[C@H:4]([O:3][CH2:1][CH3:2])[C:8]2[CH:13]=[CH:12][C:11]([O:14][CH3:15])=[CH:10][C:9]=2[F:16])=[CH:33][CH:34]=1)[C:19]1[CH:24]=[CH:23][CH:22]=[CH:21][CH:20]=1 |f:1.2|. Procedure: According to general procedure B (R)-ethoxy-(2-fluoro-4-methoxy-phenyl)-acetic acid was reacted with [amino-(4-aminomethyl-phenyl)-methylene]-carbamic acid benzyl ester hydrochloride 1:2 (prepared according to Ch. Lila, Ph. Gloanec, L. Cadet, Y. Hervé, J. Fournier, F. Leborgne, T. J. Verbeuren, G. De Nanteuil, Synthetic Communications 1998, 28, 23, 4419–4429) to give [1-amino-1-(4-{[(R)-2-ethoxy-2-(2-fluoro-4-methoxy-phenyl)-acetylamino]-methyl}-phenyl)-meth-(E)-ylidene]-carbamic acid benzyl est... Yields the product COc1ccc(Nc2ccc(C)cc2)c(C(=O)O)c1. As a reaction SMILES: [C:13](=[O:14])([O-:15])[O-:16].[CH3:19][c:20]1[cH:21][cH:22][c:23]([NH2:24])[cH:25][cH:26]1.[CH3:28][CH2:29][O:30][CH2:31][CH2:32][OH:33].[Cl:1][c:2]1[c:3]([C:4](=[O:5])[OH:6])[cH:7][c:8]([O:11][CH3:12])[cH:9][cH:10]1.[ClH:27].[Cu:35].[K+:17].[K+:18].[OH2:34]>>[c:2]1([NH:24][c:23]2[cH:22][cH:21][c:20]([CH3:19])[cH:26][cH:25]2)[c:3]([C:4](=[O:5])[OH:6])[cH:7][c:8]([O:11][CH3:12])[cH:9][cH:10]1. Starting materials: O=C([O-])[O-], Cc1ccc(N)cc1, CCOCCO, COc1ccc(Cl)c(C(=O)O)c1, Cl, [Cu], [K+], [K+], O. Reactants: CCN(CCO)CC(O)C1OC(C)(C)N(C(=O)OCc2ccccc2)C1CC1CCCCC1, CCO, [Pd]. Yields the product CCN(CCO)CC(O)C(O)C(N)CC1CCCCC1. As a reaction SMILES: [CH2:1]([O:2][C:3](=[O:7])[N:11]1[C:4]([CH3:5])([CH3:6])[O:13][CH:14]([CH:23]([CH2:24][N:25]([CH2:26][CH2:27][OH:28])[CH2:29][CH3:30])[OH:31])[CH:15]1[CH2:16][CH:17]1[CH2:18][CH2:19][CH2:20][CH2:21][CH2:22]1)[c:8]1[cH:9][cH:10][cH:12][cH:32][cH:33]1.[CH3:34][CH2:35][OH:36].[Pd:37]>>[NH2:11][CH:15]([CH:14]([OH:13])[CH:23]([CH2:24][N:25]([CH2:26][CH2:27][OH:28])[CH2:29][CH3:30])[OH:31])[CH2:16][CH:17]1[CH2:18][CH2:19][CH2:20][CH2:21][CH2:22]1. Starting materials: BrC1=C(C(=CC(=C1)C(C1=C(C=CC=C1)Cl)=O)CC)O (2-bromo-4-(2-chlorobenzoyl)-6-ethylphenol), C(=O)([O-])[O-].[K+].[K+] (K2CO3), IC (iodomethane). Run in N,N-DMF. Run at time 48 hour. Yields the product BrC1=C(C(=CC(=C1)C(C1=C(C=CC=C1)Cl)=O)CC)OC (2-Bromo-4-(2-chlorobenzoyl)-6-ethylanisole). Yield: 66.0%. As a reaction SMILES: [Br:1][C:2]1[CH:7]=[C:6]([C:8](=[O:16])[C:9]2[CH:14]=[CH:13][CH:12]=[CH:11][C:10]=2[Cl:15])[CH:5]=[C:4]([CH2:17][CH3:18])[C:3]=1[OH:19].[C:20]([O-])([O-])=O.[K+].[K+].IC>>[Br:1][C:2]1[CH:7]=[C:6]([C:8](=[O:16])[C:9]2[CH:14]=[CH:13][CH:12]=[CH:11][C:10]=2[Cl:15])[CH:5]=[C:4]([CH2:17][CH3:18])[C:3]=1[O:19][CH3:20] |f:1.2.3|. Procedure details: At ambient temperature, to a stirred mixture containing 2-bromo-4-(2-chlorobenzoyl)-6-ethylphenol (14.56 g, 42.82 mmol) and K2CO3 (8.90 g, 64.5 mmol) in N,N-DMF (11.6 mL) was added iodomethane (3.98 mL, 64.4 mmol). After 48 h, the reaction was quenched with H2O (300 mL) and extracted with hexane. The organic extracts were washed with H2O (2×100 mL), brine (1×100 mL), dried (Na2SO4) and concentrated. Purification on Biotage KP-Sil eluting with a 0, 2.5 & 5% EtOAc/hexane step gradient gave 10.0 g ...